Dataset: the Open Reaction Database (ORD), a public repository of structured organic reaction records. Task: describe an organic reaction: reactants, conditions, products, and yield Reactants: COC1=CC=C(C=N1)C=1C=C2C(=NC(=NC2=CC1)C=1C=NC=CC1)NC (6-(6-methoxypyridin-3-yl)-N-methyl-2-(pyridine-3-yl)quinazoline-4-amine), BrC=1C=C2C(=NC(=NC2=CC1)C=1C=NC=CC1)O (6-bromo-2-(pyridin-3-yl)quinazolin-4-ol), O(C)C=1C=C(C=CC1)B(O)O (3-methoxylphenylboronic acid), solid, resultant product. The product is COC=1C=C(C=CC1)C=1C=C2C(=NC(=NC2=CC1)C=1C=NC=CC1)O (6-(3-methoxyphenyl)-2-(pyridine-3-yl)quinazoline-4-ol). RXN SMILES: Br[C:2]1[CH:3]=[C:4]2[C:9](=[CH:10][CH:11]=1)[N:8]=[C:7]([C:12]1[CH:13]=[N:14][CH:15]=[CH:16][CH:17]=1)[N:6]=[C:5]2[OH:18].[O:19]([C:21]1[CH:22]=[C:23](B(O)O)[CH:24]=[CH:25][CH:26]=1)[CH3:20].COC1N=CC(C2C=C3C(=CC=2)N=C(C2C=NC=CC=2)N=C3NC)=CC=1>>[CH3:20][O:19][C:21]1[CH:26]=[C:25]([C:2]2[CH:3]=[C:4]3[C:9](=[CH:10][CH:11]=2)[N:8]=[C:7]([C:12]2[CH:13]=[N:14][CH:15]=[CH:16][CH:17]=2)[N:6]=[C:5]3[OH:18])[CH:24]=[CH:23][CH:22]=1. Reported procedure: 6-(3-methoxyphenyl)-2-(pyridine-3-yl)quinazoline-4-ol was prepared from 6-bromo-2-(pyridin-3-yl)quinazolin-4-ol (synthesized following Scheme 70 substituting 2-amino-5-bromobenzamide for 2-amino-5-bromo-3-methylbenzamide) and 3-methoxylphenylboronic acid as described in Scheme 72 using method AQ2. The resultant product, 6-(6-methoxypyridin-3-yl)-N-methyl-2-(pyridine-3-yl)quinazoline-4-amine, was a pale yellow solid (19.1 mg, 51%). LCMS m/z=344 (M+1) (Method C) (retention time=2.01 min). 1H NMR (... Starting materials: C(C)(C)(C)NC(=O)C1=CN(C=2C1=NC(=CN2)C2=NN(C1=CC=C(C=C21)OC(F)F)CCC(C)O)C(C2=CC=CC=C2)(C2=CC=CC=C2)C2=CC=CC=C2 (N-tert-butyl-2-(5-(difluoromethoxy)-1-(3-hydroxybutyl)-1H-indazol-3-yl)-5-trityl-5H-pyrrolo[3,2-b]pyrazine-7-carboxamide), FC(C(=O)O)(F)F (trifluoroacetic acid). The solvent is ClCCl (dichloromethane). Run at time 1.5 hour. Yields the product C(C)(C)(C)NC(=O)C1=CNC=2C1=NC(=CN2)C2=NN(C1=CC=C(C=C21)OC(F)F)CCC(C)O (N-tert-butyl-2-(5-(difluoromethoxy)-1-(3-hydroxybutyl)-1H-indazol-3-yl)-5H-pyrrolo[3,2-b]pyrazine-7-carboxamide). Yield: 30.0%. As a reaction SMILES: [C:1]([NH:5][C:6]([C:8]1[C:12]2=[N:13][C:14]([C:17]3[C:25]4[C:20](=[CH:21][CH:22]=[C:23]([O:26][CH:27]([F:29])[F:28])[CH:24]=4)[N:19]([CH2:30][CH2:31][CH:32]([OH:34])[CH3:33])[N:18]=3)=[CH:15][N:16]=[C:11]2[N:10](C(C2C=CC=CC=2)(C2C=CC=CC=2)C2C=CC=CC=2)[CH:9]=1)=[O:7])([CH3:4])([CH3:3])[CH3:2].FC(F)(F)C(O)=O>ClCCl>[C:1]([NH:5][C:6]([C:8]1[C:12]2=[N:13][C:14]([C:17]3[C:25]4[C:20](=[CH:21][CH:22]=[C:23]([O:26][CH:27]([F:28])[F:29])[CH:24]=4)[N:19]([CH2:30][CH2:31][CH:32]([OH:34])[CH3:33])[N:18]=3)=[CH:15][N:16]=[C:11]2[NH:10][CH:9]=1)=[O:7])([CH3:4])([CH3:3])[CH3:2]. Procedure details: To a stirred solution of N-tert-butyl-2-(5-(difluoromethoxy)-1-(3-hydroxybutyl)-1H-indazol-3-yl)-5-trityl-5H-pyrrolo[3,2-b]pyrazine-7-carboxamide in dichloromethane (2 mL) was added drop-wise trifluoroacetic acid (1 mL) at room temperature. Then the reaction mixture was stirred for 1.5 hours. The solvent was removed under reduced pressure and the residue was purified by preparative-TLC (silica gel, petroleum ether:EtOAc=1:1) to give N-tert-butyl-2-(5-(difluoromethoxy)-1-(3-hydroxybutyl)-1H-indaz... The product is S1C(=NC2=C1C=CC=C2)NC2=CC(=C(C=C2Cl)CC(=O)O)F ((4-(2-benzothiazolyl)amino-5-chloro-2-fluorophenyl)acetic acid). Reported procedure: Methyl (4-(2-benzothiazolyl)amino-5-chloro-2-fluorophenyl)acetate (613 mg, 1.68 mmol) was dissolved in THF (5 ml). To the resulting solution was added 1N NaOH (5.0 ml, 5.00 mmol). The resulting mixture was stirred at room temperature for 17 hours. Water was added to the reaction mixture. The mixture was washed with ether. The water layer was poured in ice-1N HCl to acidify the water layer. The crystals thus precipitated were collected by filtration under reduced pressure, washed with water and d... Starting materials: [OH-].[Na+] (NaOH), S1C(=NC2=C1C=CC=C2)NC2=CC(=C(C=C2Cl)CC(=O)OC)F (Methyl (4-(2-benzothiazolyl)amino-5-chloro-2-fluorophenyl)acetate), O (Water). Isolated yield 82.0%. As a reaction SMILES: [S:1]1[C:5]2[CH:6]=[CH:7][CH:8]=[CH:9][C:4]=2[N:3]=[C:2]1[NH:10][C:11]1[C:16]([Cl:17])=[CH:15][C:14]([CH2:18][C:19]([O:21]C)=[O:20])=[C:13]([F:23])[CH:12]=1.[OH-].[Na+].O>C1COCC1>[S:1]1[C:5]2[CH:6]=[CH:7][CH:8]=[CH:9][C:4]=2[N:3]=[C:2]1[NH:10][C:11]1[C:16]([Cl:17])=[CH:15][C:14]([CH2:18][C:19]([OH:21])=[O:20])=[C:13]([F:23])[CH:12]=1 |f:1.2|. Solvent: C1CCOC1 (THF). Reaction conditions: time 17 hour. Starting materials: CCI, CCOCC, CC(C)Oc1ccc(I)cc1O, [K+], [K+], O=C([O-])[O-], CN(C)C=O. The product is CCOc1cc(I)ccc1OC(C)C. As a reaction SMILES: [CH2:19]([CH3:20])[I:21].[CH3:27][CH2:28][O:29][CH2:30][CH3:31].[I:1][c:2]1[cH:3][cH:4][c:5]([O:9][CH:10]([CH3:11])[CH3:12])[c:6]([OH:8])[cH:7]1.[K+:13].[K+:14].[O-:15][C:16]([O-:17])=[O:18].[O:22]=[CH:23][N:24]([CH3:25])[CH3:26]>>[I:1][c:2]1[cH:3][cH:4][c:5]([O:9][CH:10]([CH3:11])[CH3:12])[c:6]([O:8][CH2:19][CH3:20])[cH:7]1. RXN SMILES: [CH2:24]1[CH2:25][CH2:26][NH:27][CH2:28][CH2:29]1.[CH2:30]1[O:31][CH2:32][CH2:33][O:34][CH2:35]1.[OH:1][NH:2][C:3]([CH:4]=[CH:5][CH2:6][CH2:7][CH2:8][CH2:9][c:10]1[cH:11][cH:12][cH:13][cH:14][cH:15]1)=[O:16].[SH:17][c:18]1[cH:19][cH:20][cH:21][cH:22][cH:23]1>>[OH:1][NH:2][C:3]([CH2:4][CH:5]([CH2:6][CH2:7][CH2:8][CH2:9][c:10]1[cH:11][cH:12][cH:13][cH:14][cH:15]1)[S:17][c:18]1[cH:19][cH:20][cH:21][cH:22][cH:23]1)=[O:16]. Yields the product O=C(CC(CCCCc1ccccc1)Sc1ccccc1)NO. The reactants are C1CCNCC1, C1COCCO1, O=C(C=CCCCCc1ccccc1)NO, Sc1ccccc1.